Dataset: the Open Reaction Database (ORD), a public repository of structured organic reaction records. Task: describe an organic reaction: reactants, conditions, products, and yield The reactants are C12(CC3CC(CC(C1)C3)C2)C2=CC=C(OCC(=O)O)C=C2 (2-(4-(adamantan-1-yl)phenoxy)acetic acid), C(C)(C)N1CCNCC1 (1-isopropylpiperazine). Product: C12(CC3CC(CC(C1)C3)C2)C2=CC=C(OCC(=O)N3CCN(CC3)C(C)C)C=C2 (2-(4-(adamantan-1-yl)phenoxy)-1-(4-isopropylpiperazin-1-yl)ethanone). Isolated yield 93.9%. As a reaction SMILES: [C:1]12([C:11]3[CH:21]=[CH:20][C:14]([O:15][CH2:16][C:17](O)=[O:18])=[CH:13][CH:12]=3)[CH2:10][CH:5]3[CH2:6][CH:7]([CH2:9][CH:3]([CH2:4]3)[CH2:2]1)[CH2:8]2.[CH:22]([N:25]1[CH2:30][CH2:29][NH:28][CH2:27][CH2:26]1)([CH3:24])[CH3:23]>>[C:1]12([C:11]3[CH:21]=[CH:20][C:14]([O:15][CH2:16][C:17]([N:28]4[CH2:29][CH2:30][N:25]([CH:22]([CH3:24])[CH3:23])[CH2:26][CH2:27]4)=[O:18])=[CH:13][CH:12]=3)[CH2:2][CH:3]3[CH2:9][CH:7]([CH2:6][CH:5]([CH2:4]3)[CH2:10]1)[CH2:8]2. Procedure: The title compound was prepared from 2-(4-(adamantan-1-yl)phenoxy)acetic acid (0.23 g, 0.80 mmol) and 1-isopropylpiperazine (0.102 g, 0.80 mmol) according to the example 1, which was given 2-(4-(adamantan-1-yl)phenoxy)-1-(4-isopropylpiperazin-1-yl)ethanone as a white solid (0.298 g, 93.7% yield). Reactants: ClC=1C=C(C=CC1Cl)C1=CC(=NC=N1)C#N (6-(3,4-dichloro-phenyl)-pyrimidine-4-carbonitrile), C[Si]([N-][Si](C)(C)C)(C)C.[Li+] (lithium hexamethyldisilazide). Solvent: C1(=CC=CC=C1)C (toluene). Run at time 2 hour. The product is ClC=1C=C(C=CC1Cl)C1=CC(=NC=N1)C(=N)N (6-(3,4-dichloro-phenyl)-pyrimidine-4-carboxamidine). Reaction SMILES: [Cl:1][C:2]1[CH:3]=[C:4]([C:9]2[N:14]=[CH:13][N:12]=[C:11]([C:15]#[N:16])[CH:10]=2)[CH:5]=[CH:6][C:7]=1[Cl:8].C[Si](C)(C)[N-:19][Si](C)(C)C.[Li+]>C1(C)C=CC=CC=1>[Cl:1][C:2]1[CH:3]=[C:4]([C:9]2[N:14]=[CH:13][N:12]=[C:11]([C:15]([NH2:19])=[NH:16])[CH:10]=2)[CH:5]=[CH:6][C:7]=1[Cl:8] |f:1.2|. Procedure: Referring to Reaction Scheme 4, Stage 1, to a stirred solution of 6-(3,4-dichloro-phenyl)-pyrimidine-4-carbonitrile (1 eq) in anhydrous toluene (20 vol) at 0° C. was added lithium hexamethyldisilazide (2 eq) and the reaction mixture was stirred at ambient temperature for 2 hours under an atmosphere of nitrogen. The reaction mixture was cooled to 0° C. and quenched with HCl (3M). After 30 minutes stirring, water (40 vol) was added, followed by toluene (20 vol). The mixture was partitioned and the...